This data is from the Open Reaction Database (ORD), a public repository of structured organic reaction records. The task is: describe an organic reaction: reactants, conditions, products, and yield Starting materials: COc1c(NC(=O)OC(C)(C)C)cc(Br)c2c3cc(C)cnc3n(C(=O)OC(C)(C)C)c12, CI, [H-], [Na+], CN(C)C=O. Product: COc1c(N(C)C(=O)OC(C)(C)C)cc(Br)c2c3cc(C)cnc3n(C(=O)OC(C)(C)C)c12. RXN SMILES: [Br:1][c:2]1[c:3]2[c:4]3[c:5]([n:6]([C:21](=[O:22])[O:23][C:24]([CH3:25])([CH3:26])[CH3:27])[c:7]2[c:8]([O:19][CH3:20])[c:9]([NH:11][C:12](=[O:13])[O:14][C:15]([CH3:16])([CH3:17])[CH3:18])[cH:10]1)[n:28][cH:29][c:30]([CH3:32])[cH:31]3.[CH3:35][I:36].[H-:34].[Na+:33].[O:37]=[CH:38][N:39]([CH3:40])[CH3:41]>>[Br:1][c:2]1[c:3]2[c:4]3[c:5]([n:6]([C:21](=[O:22])[O:23][C:24]([CH3:25])([CH3:26])[CH3:27])[c:7]2[c:8]([O:19][CH3:20])[c:9]([N:11]([C:12](=[O:13])[O:14][C:15]([CH3:16])([CH3:17])[CH3:18])[CH3:35])[cH:10]1)[n:28][cH:29][c:30]([CH3:32])[cH:31]3. Starting materials: NCC[C@H]1N(C[C@H](C1)NC(=O)C1=NN(C2=CC=CC=C12)C(C)C)C(=O)OC(C)(C)C (tert-Butyl (2R,4S)-2-(2-aminoethyl)-4-{[(1-isopropyl-1H-indazol-3-yl)carbonyl]amino}pyrrolidine-1-carboxylate), C(C(C)C)(=O)Cl (isobutyryl chloride). Product: C(C(C)C)(=O)NCC[C@H]1N(C[C@H](C1)NC(=O)C1=NN(C2=CC=CC=C12)C(C)C)C(=O)OC(C)(C)C (tert-Butyl (2R,4S)-2-[2-(isobutyrylamino)ethyl]-4-{[(1-isopropyl-1H-indazol-3-yl)carbonyl]amino}pyrrolidine-1-carboxylate). As a reaction SMILES: [NH2:1][CH2:2][CH2:3][C@@H:4]1[CH2:8][C@H:7]([NH:9][C:10]([C:12]2[C:20]3[C:15](=[CH:16][CH:17]=[CH:18][CH:19]=3)[N:14]([CH:21]([CH3:23])[CH3:22])[N:13]=2)=[O:11])[CH2:6][N:5]1[C:24]([O:26][C:27]([CH3:30])([CH3:29])[CH3:28])=[O:25].[C:31](Cl)(=[O:35])[CH:32]([CH3:34])[CH3:33]>>[C:31]([NH:1][CH2:2][CH2:3][C@@H:4]1[CH2:8][C@H:7]([NH:9][C:10]([C:12]2[C:20]3[C:15](=[CH:16][CH:17]=[CH:18][CH:19]=3)[N:14]([CH:21]([CH3:23])[CH3:22])[N:13]=2)=[O:11])[CH2:6][N:5]1[C:24]([O:26][C:27]([CH3:28])([CH3:30])[CH3:29])=[O:25])(=[O:35])[CH:32]([CH3:34])[CH3:33]. Procedure details: The title compound was prepared according to the procedure described in Step 3 of Example 17 from tert-butyl (2R,4S)-2-(2-aminoethyl)-4-{[(1-isopropyl-1H-indazol-3-yl)carbonyl]amino}pyrrolidine-1-carboxylate (Step 2 of Example 19) and isobutyryl chloride. The reactants are 11, FC1=CC2=C(NC(=N2)NC2CCN(CCC2)C(=O)OCC)C=C1F (ethyl 4-[[5,6-difluoro-1H-benzimidazol-2-yl]-amino]hexahydro-1H-azepine-1-carboxylate), ClCC1=CC=C(C=C1)F (1-(chloromethyl)-4-fluorobenzene), C([O-])([O-])=O.[Na+].[Na+] (sodium carbonate). Solvent: CN(C=O)C (N,N-dimethylformamide). Run at temperature 80 celsius. Yields the product FC1=CC2=C(N(C(=N2)NC2CCN(CCC2)C(=O)OCC)CC2=CC=C(C=C2)F)C=C1F (ethyl 4-[[5,6-difluoro-1-[(4-fluorophenyl)methyl]-1H-benzimidazol-2-yl]amino]hexahydro-1H-azepine-1-carboxylate). Yield: 40.6%. RXN SMILES: [F:1][C:2]1[C:23]([F:24])=[CH:22][C:5]2[NH:6][C:7]([NH:9][CH:10]3[CH2:16][CH2:15][CH2:14][N:13]([C:17]([O:19][CH2:20][CH3:21])=[O:18])[CH2:12][CH2:11]3)=[N:8][C:4]=2[CH:3]=1.Cl[CH2:26][C:27]1[CH:32]=[CH:31][C:30]([F:33])=[CH:29][CH:28]=1.C(=O)([O-])[O-].[Na+].[Na+]>CN(C)C=O>[F:1][C:2]1[C:23]([F:24])=[CH:22][C:5]2[N:6]([CH2:26][C:27]3[CH:32]=[CH:31][C:30]([F:33])=[CH:29][CH:28]=3)[C:7]([NH:9][CH:10]3[CH2:16][CH2:15][CH2:14][N:13]([C:17]([O:19][CH2:20][CH3:21])=[O:18])[CH2:12][CH2:11]3)=[N:8][C:4]=2[CH:3]=1 |f:2.3.4|. Reported procedure: A mixture of 11 parts of ethyl 4-[[5,6-difluoro-1H-benzimidazol-2-yl]-amino]hexahydro-1H-azepine-1-carboxylate, 7.2 parts of 1-(chloromethyl)-4-fluorobenzene, 3.2 parts of sodium carbonate and 90 parts of N,N-dimethylformamide was stirred and heated for 24 hours at 80° C. The reaction mixture was evaporated and the residue was taken up in water. The product was extracted with dichloromethane. The extract was dried, filtered and evaporated. The residue was purified by column chromatography over s... Reactants: COC(CN1C(=NC=C1)C=1SC=CN1)=O ((2-thiazol-2-yl-imidazol-1-yl)-acetic acid methyl ester), C[Al](C)C (AlMe3), C1(=CC=CC=C1)C (toluene), Cl.C(C)(C)C1=CC(=C(C=N1)N)N (6-isopropyl-pyridine-3,4-diamine hydrochloride). Solvent: ClCCCl (1,2-dichloroethane), ClCCCl (1,2-dichloroethane). Conditions: time 45 minute. The product is NC1=C(C=NC(=C1)C(C)C)NC(CN1C(=NC=C1)C=1SC=CN1)=O (N-(4-amino-6-isopropyl-pyridin-3-yl)-2-(2-thiazol-2-yl-imidazol-1-yl)-acetamide). Reaction SMILES: Cl.[CH:2]([C:5]1[N:10]=[CH:9][C:8]([NH2:11])=[C:7]([NH2:12])[CH:6]=1)([CH3:4])[CH3:3].C[Al](C)C.C1(C)C=CC=CC=1.C[O:25][C:26](=O)[CH2:27][N:28]1[CH:32]=[CH:31][N:30]=[C:29]1[C:33]1[S:34][CH:35]=[CH:36][N:37]=1>ClCCCl>[NH2:12][C:7]1[CH:6]=[C:5]([CH:2]([CH3:4])[CH3:3])[N:10]=[CH:9][C:8]=1[NH:11][C:26](=[O:25])[CH2:27][N:28]1[CH:32]=[CH:31][N:30]=[C:29]1[C:33]1[S:34][CH:35]=[CH:36][N:37]=1 |f:0.1|. Reported procedure: To a mixture of 6-isopropyl-pyridine-3,4-diamine hydrochloride (265 mg, 1.41 mmol) in 1,2-dichloroethane (10 mL) at room temperature under N2 is added 2.0 M AlMe3 in toluene (2.12 mL, 4.24 mmol). The mixture is stirred at room temperature for 45 min and then treated with a solution of (2-thiazol-2-yl-imidazol-1-yl)-acetic acid methyl ester (252 mg, 1.13 mmol) in 1,2-dichloroethane (2 mL) via cannula, followed by a 1 mL rinse. The reaction mixture is then stirred at reflux for 20 h. After cooling... Reactants: FC=1C=C(C=CC1N1CCSCC1)C1=NOC(C1)CNC(C)=O (N-({3-[3-fluoro-4-(4-thiomorpholinyl)phenyl]-4,5-dihydro-5-isoxazolyl}methyl)acetamide), one, I(=O)(=O)(=O)[O-].[Na+] (sodium meta periodate). The solvent is CO (methanol), O (water). Reaction conditions: time 48 hour. Product: FC=1C=C(C=CC1N1CCS(CC1)=O)C1=NOC(C1)CNC(C)=O (N-({3-[3-fluoro-4-(1-oxo-1lambda4,4-thiazinan-4-yl)phenyl}-4,5-dihydro-5-isoxazolyl}methyl)acetamide). The yield is 85.9%. RXN SMILES: [F:1][C:2]1[CH:3]=[C:4]([C:14]2[CH2:18][CH:17]([CH2:19][NH:20][C:21](=[O:23])[CH3:22])[O:16][N:15]=2)[CH:5]=[CH:6][C:7]=1[N:8]1[CH2:13][CH2:12][S:11][CH2:10][CH2:9]1.I([O-])(=O)(=O)=[O:25].[Na+]>CO.O>[F:1][C:2]1[CH:3]=[C:4]([C:14]2[CH2:18][CH:17]([CH2:19][NH:20][C:21](=[O:23])[CH3:22])[O:16][N:15]=2)[CH:5]=[CH:6][C:7]=1[N:8]1[CH2:9][CH2:10][S:11](=[O:25])[CH2:12][CH2:13]1 |f:1.2|. Reported procedure: 1.0 g (2.97 mmol) of N-({3-[3-fluoro-4-(4-thiomorpholinyl)phenyl]-4,5-dihydro-5-isoxazolyl}methyl)acetamide is suspended in 20 ml methanol/5 ml acetone in a 100 ml one neck round bottom flask. The suspension is treated with sodium meta periodate (666 mg, 3.12 mmole) in 20 ml water and the reaction mixture is stirred 48 hours at room temperature. The organics are removed in vacuo and the aqueous residue is filtered to remove a fine white solid. The solid is washed with water followed by diethyl e... The solvent is O (water). The product is CC1(OCC(O1)CO)C (2,2-dimethyl-1,3-dioxolane-4-methanol). The yield is 82.1%. Procedure: Then sodium carbonate (32.22 g, 0.304 mol) was added to a mixture of the crude 4-benzoyloxymethyl-2,2-dimethyl-1,3-dioxolane (48.06 g, 0.203 mol) and water (100 ml) resulting mixture was stirred for 8 hours at 100° C. After cooling the reaction mixture was extracted with methylene chloride. The extract was washed with saturated brine, dried over anhydrous sodium sulfate and condensed in vacuo. The crude product was distilled to give 22.03 g of 2,2-dimethyl-1,3-dioxolane-4-methanol (yield 82%, b.... Conditions: temperature 100 celsius, time 8 hour. The reactants are C([O-])([O-])=O.[Na+].[Na+] (sodium carbonate), C(C1=CC=CC=C1)(=O)OCC1OC(OC1)(C)C (4-benzoyloxymethyl-2,2-dimethyl-1,3-dioxolane). As a reaction SMILES: C(=O)([O-])[O-].[Na+].[Na+].C([O:15][CH2:16][CH:17]1[CH2:21][O:20][C:19]([CH3:23])([CH3:22])[O:18]1)(=O)C1C=CC=CC=1>O>[CH3:22][C:19]1([CH3:23])[O:18][CH:17]([CH2:16][OH:15])[CH2:21][O:20]1 |f:0.1.2|. Reactants: Cuprous oxide, N(=O)[O-].[Na+] (NaNO2), C(C=C)(=O)OC (methyl acrylate), CC=1C=CC(=NC1)CCOC1=CC=C(N)C=C1 (4-[2-(5-methyl-2-pyridyl)ethoxy]aniline), Br (HBr). The solvent is O (water), CC(=O)C (acetone), CO (methanol). Conditions: temperature 5 celsius, time 20 minute. The product is BrC(C(=O)OC)CC1=CC=C(C=C1)OCCC1=NC=C(C=C1)C (methyl 2-bromo-3-{4-[2-(5-methyl-2-pyridyl)ethoxy]phenyl}-propionate), crude oil. Yield: 87.5%. RXN SMILES: [CH3:1][C:2]1[CH:3]=[CH:4][C:5]([CH2:8][CH2:9][O:10][C:11]2[CH:17]=[CH:16][C:14](N)=[CH:13][CH:12]=2)=[N:6][CH:7]=1.[BrH:18].N([O-])=O.[Na+].[C:23]([O:27][CH3:28])(=[O:26])[CH:24]=[CH2:25]>O.CC(C)=O.CO>[Br:18][CH:24]([CH2:25][C:14]1[CH:16]=[CH:17][C:11]([O:10][CH2:9][CH2:8][C:5]2[CH:4]=[CH:3][C:2]([CH3:1])=[CH:7][N:6]=2)=[CH:12][CH:13]=1)[C:23]([O:27][CH3:28])=[O:26] |f:2.3|. Procedure details: To a mixture of 4-[2-(5-methyl-2-pyridyl)ethoxy]aniline (12.0 g), 47% aqueous HBr solution (36.5 g) and methanol (40 ml)-acetone (80 ml) was added dropwise a solution of NaNO2 (4.0 g) in water (10 ml) at 5° C. or below. The whole mixture was stirred at 5° C. for 20 minutes, then methyl acrylate (27.0 g) was added thereto and the temperature was raised to 38° C. Cuprous oxide (1.0 g) was added to the mixture in small portions with vigorous stirring. After nitrogen gas evolution had ceased, the re... Starting materials: CC(C)(C)OP(=O)(OC(C)(C)C)C(F)(F)c1ccc(CBr)cc1, CCCC[N+](CCCC)(CCCC)CCCC, C1CCOC1, CC(C)(C)[O-], CC(=O)[O-], COC(=O)c1ccc(C(CC=Cc2ccccc2)C(=O)c2ccc(F)cc2)cc1, [I-], [K+], [NH4+]. The product is COC(=O)c1ccc(C(CC=Cc2ccccc2)(Cc2ccc(C(F)(F)P(=O)(OC(C)(C)C)OC(C)(C)C)cc2)C(=O)c2ccc(F)cc2)cc1. RXN SMILES: [Br:36][CH2:37][c:38]1[cH:39][cH:40][c:41]([C:44]([F:45])([F:46])[P:47]([O:48][C:49]([CH3:50])([CH3:51])[CH3:52])([O:53][C:54]([CH3:55])([CH3:56])[CH3:57])=[O:58])[cH:42][cH:43]1.[CH2:65]([N+:66]([CH2:67][CH2:68][CH2:69][CH3:70])([CH2:71][CH2:72][CH2:73][CH3:74])[CH2:75][CH2:76][CH2:77][CH3:78])[CH2:79][CH2:80][CH3:81].[CH2:82]1[O:83][CH2:84][CH2:85][CH2:86]1.[CH3:30][C:31]([CH3:32])([O-:33])[CH3:34].[CH3:60][C:61](=[O:62])[O-:63].[F:1][c:2]1[cH:3][cH:4][c:5]([C:6](=[O:7])[CH:8]([CH2:9][CH:10]=[CH:11][c:12]2[cH:13][cH:14][cH:15][cH:16][cH:17]2)[c:18]2[cH:19][cH:20][c:21]([C:22](=[O:23])[O:24][CH3:25])[cH:26][cH:27]2)[cH:28][cH:29]1.[I-:64].[K+:35].[NH4+:59]>>[F:1][c:2]1[cH:3][cH:4][c:5]([C:6](=[O:7])[C:8]([CH2:9][CH:10]=[CH:11][c:12]2[cH:13][cH:14][cH:15][cH:16][cH:17]2)([c:18]2[cH:19][cH:20][c:21]([C:22](=[O:23])[O:24][CH3:25])[cH:26][cH:27]2)[CH2:37][c:38]2[cH:39][cH:40][c:41]([C:44]([F:45])([F:46])[P:47]([O:48][C:49]([CH3:50])([CH3:51])[CH3:52])([O:53][C:54]([CH3:55])([CH3:56])[CH3:57])=[O:58])[cH:42][cH:43]2)[cH:28][cH:29]1.